From a dataset of the Open Reaction Database (ORD), a public repository of structured organic reaction records. describe an organic reaction: reactants, conditions, products, and yield The reactants are NC=1C=C(C=CC1)C1=NN2C(C=CC=C2)=C1C1=NC(=NC=C1)NC1=CC(=CC=C1)F (4-[2-(3-aminophenyl)pyrazolo[1,5-a]pyridin-3-yl]-N-(3-fluorophenyl)-2-pyrimidinamine), ClC1=C(C(=O)Cl)C(=CC=C1)F (2-chloro-6-fluorobenzoyl chloride). Run in C1CCOC1 (THF). Reaction conditions: time 30 minute. Yields the product ClC1=C(C(=O)NC2=CC(=CC=C2)C2=NN3C(C=CC=C3)=C2C2=NC(=NC=C2)NC2=CC(=CC=C2)F)C(=CC=C1)F (2-Chloro-6-fluoro-N-[3-(3-{2-[(3-fluorophenyl)amino]-4-pyrimidinyl}pyrazolo[1,5-a]pyridin-2-yl)phenyl]benzamide). Yield: 65.0%. As a reaction SMILES: [NH2:1][C:2]1[CH:3]=[C:4]([C:8]2[C:16]([C:17]3[CH:22]=[CH:21][N:20]=[C:19]([NH:23][C:24]4[CH:29]=[CH:28][CH:27]=[C:26]([F:30])[CH:25]=4)[N:18]=3)=[C:11]3[CH:12]=[CH:13][CH:14]=[CH:15][N:10]3[N:9]=2)[CH:5]=[CH:6][CH:7]=1.[Cl:31][C:32]1[CH:40]=[CH:39][CH:38]=[C:37]([F:41])[C:33]=1[C:34](Cl)=[O:35]>C1COCC1>[Cl:31][C:32]1[CH:40]=[CH:39][CH:38]=[C:37]([F:41])[C:33]=1[C:34]([NH:1][C:2]1[CH:7]=[CH:6][CH:5]=[C:4]([C:8]2[C:16]([C:17]3[CH:22]=[CH:21][N:20]=[C:19]([NH:23][C:24]4[CH:29]=[CH:28][CH:27]=[C:26]([F:30])[CH:25]=4)[N:18]=3)=[C:11]3[CH:12]=[CH:13][CH:14]=[CH:15][N:10]3[N:9]=2)[CH:3]=1)=[O:35]. Reported procedure: To a solution of 4-[2-(3-aminophenyl)pyrazolo[1,5-a]pyridin-3-yl]-N-(3-fluorophenyl)-2-pyrimidinamine (92 mg, 0.23 mmol) in 2 mL of THF, added 2-chloro-6-fluorobenzoyl chloride (48 mg, 0.27 mmol). The reaction was stirred for 30 min at rt and quenched by addition of polystyrene-trisamine resin (20 mg). The reaction was allowed to stir overnight. The reaction was treated with excess Et3N, filtered, and washed with THF. The filtrate was collected, reduced in vacuo, and upon treatment with DCM, a w... Starting materials: CC(=O)OCC1OC(n2cc(C)c(=O)[nH]c2=O)CC1O, CS(=O)(=O)Cl, c1ccncc1. The product is CC(=O)OCC1OC(n2cc(C)c(=O)[nH]c2=O)CC1OS(C)(=O)=O. As a reaction SMILES: [C:1]([CH3:2])(=[O:3])[O:4][CH2:5][CH:6]1[CH:7]([OH:20])[CH2:8][CH:9]([n:11]2[c:12](=[O:13])[nH:14][c:15](=[O:16])[c:17]([CH3:18])[cH:19]2)[O:10]1.[CH3:21][S:22]([Cl:23])(=[O:24])=[O:25].[cH:26]1[cH:27][cH:28][n:29][cH:30][cH:31]1>>[C:1]([CH3:2])(=[O:3])[O:4][CH2:5][CH:6]1[CH:7]([O:20][S:22]([CH3:21])(=[O:24])=[O:25])[CH2:8][CH:9]([n:11]2[c:12](=[O:13])[nH:14][c:15](=[O:16])[c:17]([CH3:18])[cH:19]2)[O:10]1. Reactants: CC(C)=O, Cl, N#Cc1ccc2c(c1)COC2(CCC1OCCO1)c1ccc(F)cc1. As a reaction SMILES: [CH3:26][C:27](=[O:28])[CH3:29].[ClH:30].[O:1]1[CH:2]([CH2:6][CH2:7][C:8]2([c:19]3[cH:20][cH:21][c:22]([F:25])[cH:23][cH:24]3)[O:9][CH2:10][c:11]3[cH:12][c:13]([C:17]#[N:18])[cH:14][cH:15][c:16]32)[O:5][CH2:4][CH2:3]1>>[O:1]=[CH:2][CH2:6][CH2:7][C:8]1([c:19]2[cH:20][cH:21][c:22]([F:25])[cH:23][cH:24]2)[O:9][CH2:10][c:11]2[cH:12][c:13]([C:17]#[N:18])[cH:14][cH:15][c:16]21. The product is N#Cc1ccc2c(c1)COC2(CCC=O)c1ccc(F)cc1. The reactants are C(C)(=O)O (acetic acid), Cl.CC1=C(C=CC=2C(OCC21)=O)CCN2CCNCC2 (4-methyl-5-(2-piperazin-1-ylethyl)-2-benzofuran-1(3H)-one hydrochloride), O=C1OCC2=C1C=CC(=C2)CC=O ((1-oxo-1,3-dihydro-2-benzofuran-5-yl)acetaldehyde), C(C)(=O)O[BH-](OC(C)=O)OC(C)=O.[Na+] (sodium triacetoxyborohydride). Run in C(Cl)Cl (DCM). Product: N1(CCN(CC1)CCC1=C(C2=C(C(OC2)=O)C=C1)C)CCC1=C(C2=C(C(OC2)=O)C=C1)C (5,5′-(Piperazine-1,4-diyldiethane-2,1-diyl)bis(4-methyl-2-benzofuran-1(3H)-one)). RXN SMILES: Cl.[CH3:2][C:3]1[C:11]2[CH2:10][O:9][C:8](=[O:12])[C:7]=2[CH:6]=[CH:5][C:4]=1[CH2:13][CH2:14][N:15]1[CH2:20][CH2:19][NH:18][CH2:17][CH2:16]1.[O:21]=[C:22]1[C:26]2[CH:27]=[CH:28][C:29]([CH2:31][CH:32]=O)=[CH:30][C:25]=2[CH2:24][O:23]1.[C:34](O[BH-](OC(=O)C)OC(=O)C)(=O)C.[Na+].C(O)(=O)C>C(Cl)Cl>[N:15]1([CH2:14][CH2:13][C:4]2[CH:5]=[CH:6][C:7]3[C:8](=[O:12])[O:9][CH2:10][C:11]=3[C:3]=2[CH3:2])[CH2:20][CH2:19][N:18]([CH2:32][CH2:31][C:29]2[CH:28]=[CH:27][C:26]3[C:22](=[O:21])[O:23][CH2:24][C:25]=3[C:30]=2[CH3:34])[CH2:17][CH2:16]1 |f:0.1,3.4|. Procedure: A mixture of 4-methyl-5-(2-piperazin-1-ylethyl)-2-benzofuran-1(3H)-one hydrochloride (62 mg, 0.21 mmol), (1-oxo-1,3-dihydro-2-benzofuran-5-yl)acetaldehyde (40 mg, 0.21 mmol), and sodium triacetoxyborohydride (67 mg, 0.32 mmol) in DCM (5 mL) was stirred overnight with a drop of acetic acid. LC showed formation of the desired product, which was purified by mass-directed HPLC (0.1% TFA in water and acetonitrile). LC-MS (IE, m/z): 435 [M+1]+. (0.076 μM) Starting materials: COc1ccc(-c2ccc(C)nc2)cc1CNC1CCC(N(C)C(=O)OC(C)(C)C)CC1, O=C(Cl)c1sc2ccccc2c1Cl. Product: COc1ccc(-c2ccc(C)nc2)cc1CN(C(=O)c1sc2ccccc2c1Cl)C1CCC(N(C)C(=O)OC(C)(C)C)CC1. RXN SMILES: [CH3:1][O:2][c:3]1[c:4]([CH2:5][NH:6][CH:7]2[CH2:8][CH2:9][CH:10]([N:13]([C:14]([O:15][C:16]([CH3:17])([CH3:18])[CH3:19])=[O:20])[CH3:21])[CH2:11][CH2:12]2)[cH:22][c:23](-[c:26]2[cH:27][n:28][c:29]([CH3:32])[cH:30][cH:31]2)[cH:24][cH:25]1.[Cl:33][c:34]1[c:35]2[c:36]([s:37][c:38]1[C:39](=[O:40])[Cl:41])[cH:42][cH:43][cH:44][cH:45]2>>[CH3:1][O:2][c:3]1[c:4]([CH2:5][N:6]([CH:7]2[CH2:8][CH2:9][CH:10]([N:13]([C:14]([O:15][C:16]([CH3:17])([CH3:18])[CH3:19])=[O:20])[CH3:21])[CH2:11][CH2:12]2)[C:39]([c:38]2[c:34]([Cl:33])[c:35]3[c:36]([s:37]2)[cH:42][cH:43][cH:44][cH:45]3)=[O:40])[cH:22][c:23](-[c:26]2[cH:27][n:28][c:29]([CH3:32])[cH:30][cH:31]2)[cH:24][cH:25]1. Reactants: C(C)(C)NC(C)C (diisopropylamine), [Li]CCCC (n-BuLi), CN(C=O)C (dimethylformamide), ClC1=NC2=CC=CC=C2C=C1 (2-chloroquinoline). Solvent: C1CCOC1 (THF). Conditions: temperature -78 celsius, time 30 minute. Yields the product ClC1=NC2=CC=CC=C2C=C1C=O (2-chloro-3-quinolinecarboxaldehyde). The yield is 92.2%. As a reaction SMILES: C(NC(C)C)(C)C.[Li]CCCC.[Cl:13][C:14]1[CH:23]=[CH:22][C:21]2[C:16](=[CH:17][CH:18]=[CH:19][CH:20]=2)[N:15]=1.CN(C)[CH:26]=[O:27]>C1COCC1>[Cl:13][C:14]1[C:23]([CH:26]=[O:27])=[CH:22][C:21]2[C:16](=[CH:17][CH:18]=[CH:19][CH:20]=2)[N:15]=1. Procedure: To a solution of 0.46 mL (3.30 mmol) of diisopropylamine in 8 mL of THF at 0° C. was added 1.53 mL (3.30 mmol) of n-BuLi dropwise. After 20 min the solution was cooled to -78° C. and 2-chloroquinoline (491 mg, 3.0 mmol) was added neat. The mixture was stirred at -78° C. for 30 min, then dimethylformamide (0.39 mL, 5.04 mmol) was added dropwise and the reaction mixture was stirred an additional 30 min at this temperature. After quenching at -78° C. with glacial acetic acid (1 mL), the mixture was... The reactants are CCOC(=O)c1ncn2c1C1CCCN1C(=O)c1cc(Cl)ccc1-2, OCC1CC1. Product: O=C(OCC1CC1)c1ncn2c1C1CCCN1C(=O)c1cc(Cl)ccc1-2. RXN SMILES: [Cl:1][c:2]1[cH:3][cH:4][c:5]2[c:6]([cH:24]1)[C:7](=[O:23])[N:8]1[CH:9]([c:10]3[n:11]-2[cH:12][n:13][c:14]3[C:15](=[O:16])[O:17][CH2:18][CH3:19])[CH2:20][CH2:21][CH2:22]1.[OH:25][CH2:26][CH:27]1[CH2:28][CH2:29]1>>[Cl:1][c:2]1[cH:3][cH:4][c:5]2[c:6]([cH:24]1)[C:7](=[O:23])[N:8]1[CH:9]([c:10]3[n:11]-2[cH:12][n:13][c:14]3[C:15](=[O:16])[O:17][CH2:18][CH:19]2[CH2:26][CH2:27]2)[CH2:20][CH2:21][CH2:22]1.